This data is from the Open Reaction Database (ORD), a public repository of structured organic reaction records. The task is: describe an organic reaction: reactants, conditions, products, and yield The reactants are C(CCCCC)C1=CC=C(N)C=C1 (p-hexylaniline), C(CCCCC)C1=NOC(C1)=O (3-n-hexylisoxazol-5(4H)-one), CCO (EtOH). Run in C(OCC)(OCC)OCC (triethyl orthoformate). Yields the product C(CCCCC)C1=CC=C(N\C=C/2\C(=NOC2=O)CCCCCC)C=C1 (4(Z)-(p-n-Hexylanilinomethylidene)-3-hexylisoxazol-5(4H)-one). Reaction SMILES: [CH2:1]([C:7]1[CH2:11][C:10](=[O:12])[O:9][N:8]=1)[CH2:2][CH2:3][CH2:4][CH2:5][CH3:6].[CH2:13]([C:19]1[CH:25]=[CH:24][C:22]([NH2:23])=[CH:21][CH:20]=1)[CH2:14][CH2:15][CH2:16][CH2:17][CH3:18].[CH3:26]CO>C(OCC)(OCC)OCC>[CH2:13]([C:19]1[CH:20]=[CH:21][C:22]([NH:23]/[CH:26]=[C:11]2/[C:7]([CH2:1][CH2:2][CH2:3][CH2:4][CH2:5][CH3:6])=[N:8][O:9][C:10]/2=[O:12])=[CH:24][CH:25]=1)[CH2:14][CH2:15][CH2:16][CH2:17][CH3:18]. Procedure details: 1.7 g of 3-n-hexylisoxazol-5(4H)-one (prepared in accordance with Example 3) are dissolved in 10 ml of triethyl orthoformate and heated at 80° C. for 2 hours together with 2.65 g of p-hexylaniline. The dark reaction solution is concentrated and recrystallized in 100 ml of hexane. 1.8 g (50% of theory) of the above-named crystalline compound are obtained. M.p. 88°-90° C., UV (EtOH): 356 nm (ε=26469). This compound is especially suitable as a UV A filter. The reactants are C(CCC)[Li] (n-butyllithium), C(C)(C)NC(C)C (diisopropylamine), CSSC (dimethyl disulfide), FC=1C=C(C=CC1)C(F)(F)F (3-fluorobenzotrifluoride). Solvent: C1CCOC1 (THF), O (water). Run at temperature -78 celsius, time 10 minute. Yields the product FC1=C(C(=CC=C1)C(F)(F)F)SC (1-fluoro-2-methylthio-3-(trifluoromethyl)benzene). Reaction SMILES: C([Li])CCC.C(NC(C)C)(C)C.[F:13][C:14]1[CH:15]=[C:16]([C:20]([F:23])([F:22])[F:21])[CH:17]=[CH:18][CH:19]=1.[CH3:24][S:25]SC>C1COCC1.O>[F:13][C:14]1[CH:19]=[CH:18][CH:17]=[C:16]([C:20]([F:21])([F:22])[F:23])[C:15]=1[S:25][CH3:24]. Procedure details: Under an atmosphere of inert gas, 32.8 ml (1.6 M in hexane, 52.5 mmol) of n-butyllithium were added dropwise to a solution, cooled to 0° C., of 7.77 ml (55 mmol) of diisopropylamine in 100 ml of anhydrous THF, and after 10 minutes of stirring the solution was cooled to −78° C. 8.21 g (50 mmol) of 3-fluorobenzotrifluoride were added at this temperature, and the reaction mixture was stirred at this temperature for 1 h. 4.21 ml (55 mmol) of dimethyl disulfide were then added dropwise. Within about ... The reactants are C(#N)[Cu] (CuCN), BrC=1C=NC=C(C(=O)OC)C1 (methyl 5-bromonicotinate). Run in CN(C)C=O (DMF). Reaction conditions: temperature 160 celsius, time 10 minute. The product is COC(C1=CN=CC(=C1)C#N)=O (methyl-5-cyano-nicotinate). Yield: 59.9%. RXN SMILES: [C:1]([Cu])#[N:2].Br[C:5]1[CH:6]=[N:7][CH:8]=[C:9]([CH:14]=1)[C:10]([O:12][CH3:13])=[O:11]>CN(C=O)C>[CH3:13][O:12][C:10](=[O:11])[C:9]1[CH:14]=[C:5]([C:1]#[N:2])[CH:6]=[N:7][CH:8]=1. Procedure: CuCN (5.22 g, 58.3 mmol) was added to a solution of methyl 5-bromonicotinate (6 g, 27.8 mmol) in dry DMF (150 mL). The solution was purged with argon and heated to 160° C. for 12 h under argon atmosphere. The reaction mixture was cooled to room temperature and then quenched with saturated NH4Cl solution. Further EtOAc was added and the reaction mixture was stirred for 10 min. The reaction mixture was filtered through a Celite plug, the organic layer was separated, washed with water and brine, an... Starting materials: N=1N=CN(C1)C1=CC=C(C=C1)NN (4-(1,2,4-Triazol-4-yl)phenylhydrazine), C(C1=CC=CC=C1)N1CC2CN(CC2C1)CCCCC(OC)OC (2-benzyl-5-(5,5-dimethoxypentyl)octahydro-pyrrolo[3,4-c]pyrrole). Run in S(O)(O)(=O)=O (sulphuric acid). The product is C(C1=CC=CC=C1)N1C[C@@H]2[C@H](C1)CN(C2)CCCC2=CNC1=CC=C(C=C21)N2C=NN=C2 (cis-3-[3-(5-Benzyl-hexahydro-pyrrolo[3.4-c]pyrrol-2-yl)propyl]-5-(1,2,4-triazol-4-yl)-1H-indole). Isolated yield 36.3%. As a reaction SMILES: [N:1]1[N:2]=[CH:3][N:4]([C:6]2[CH:11]=[CH:10][C:9]([NH:12]N)=[CH:8][CH:7]=2)[CH:5]=1.[CH2:14]([N:21]1[CH2:28][CH:27]2[CH:23]([CH2:24][N:25]([CH2:29][CH2:30][CH2:31][CH2:32][CH:33](OC)OC)[CH2:26]2)[CH2:22]1)[C:15]1[CH:20]=[CH:19][CH:18]=[CH:17][CH:16]=1>S(=O)(=O)(O)O>[CH2:14]([N:21]1[CH2:28][C@@H:27]2[CH2:26][N:25]([CH2:29][CH2:30][CH2:31][C:32]3[C:10]4[C:9](=[CH:8][CH:7]=[C:6]([N:4]5[CH:3]=[N:2][N:1]=[CH:5]5)[CH:11]=4)[NH:12][CH:33]=3)[CH2:24][C@@H:23]2[CH2:22]1)[C:15]1[CH:20]=[CH:19][CH:18]=[CH:17][CH:16]=1. Procedure details: 4-(1,2,4-Triazol-4-yl)phenylhydrazine (EP581538) (1.48 g, 8.4 mmol) was added in one portion to a stirred solution of 2-benzyl-5-(5,5-dimethoxypentyl)octahydro-pyrrolo[3,4-c]pyrrole (2.8 g, 8.4 mmol) in 4% sulphuric acid (50 ml) at room temperature. After 30 minutes at room temperature the mixture was heated to reflux under nitrogen for 72h. The reaction was then cooled to 0° C. and quenched with solid potassium carbonate. The aqueous was then extracted with in-butanol (x4). The combined extract... Starting materials: C(CCC)N1C(C(=C(C=C1O)C)C#N)=O (1-butyl-3-cyano-6-hydroxy-4-methylpyrid-2-one), CC1=C(N(N=O)C)C=CC=C1 (dimethyl-nitrosoaniline). Procedure details: Prepared using the method of Example 2, with 1.03 g of 1-butyl-3-cyano-6-hydroxy-4-methylpyrid-2-one and 0.76 g of dimethyl-nitrosoaniline. Recrystallised from petrol/ethyl acetate, yield 0.54 g, m.p. 134°-135° C. This is the compound of formula (5). Reaction SMILES: [CH2:1]([N:5]1[C:10]([OH:11])=[CH:9][C:8]([CH3:12])=[C:7]([C:13]#[N:14])[C:6]1=[O:15])[CH2:2][CH2:3][CH3:4].CC1C=CC=CC=1N(C)N=[O:21]>>[CH2:1]([N:5]1[C:6](=[O:15])[C:7]([C:13]#[N:14])=[C:8]([CH3:12])[C:9](=[O:21])[C:10]1=[O:11])[CH2:2][CH2:3][CH3:4]. Product: C(CCC)N1C(C(C(=C(C1=O)C#N)C)=O)=O (1-Butyl-5-cyano-4-methylpyridine-2,3,6-trione). Starting materials: [OH-].[Li+] (Lithium hydroxide), C(C)(C)(C)C=1SC=C(N1)C(=O)OCC (ethyl 2-tert-butylthiazole-4-carboxylate), Cl (HCl). Run in C1CCOC1 (THF), O (water). Run at time 16 hour. Yields the product C(C)(C)(C)C=1SC=C(N1)C(=O)O (2-tert-butylthiazole-4-carboxylic acid). As a reaction SMILES: [OH-].[Li+].[C:3]([C:7]1[S:8][CH:9]=[C:10]([C:12]([O:14]CC)=[O:13])[N:11]=1)([CH3:6])([CH3:5])[CH3:4].Cl>C1COCC1.O>[C:3]([C:7]1[S:8][CH:9]=[C:10]([C:12]([OH:14])=[O:13])[N:11]=1)([CH3:6])([CH3:4])[CH3:5] |f:0.1|. Procedure details: Lithium hydroxide (2.8 g, 120.25 mmol) was added to a stirred mixture of ethyl 2-tert-butylthiazole-4-carboxylate (6.56 g, 30.76 mmol) in THF (100 mL) and water (40 mL). After 16 h, HCl (62.5 mL, 125 mmol) was added and the solution concentrated to ˜40 mL. The reaction mixture was partitioned between EtOAc and brine. The aqueous layer was extracted with EtOAc (×3). The combined organic layers were dried over magnesium sulphate, filtered and evaporated in vacuo to give the sub-title compound as a... Reactants: Cl.Cl.ClC=1C2=C(N=CN1)NC(=C2)C=2CCNCC2 (4-chloro-6-(1,2,3,6-tetrahydropyridin-4-yl)-7H-pyrrolo[2,3-d]pyrimidine bis-hydrochloride), N1(CCCCC1)CCC(=O)O (1-piperidinepropanoic acid), CN(C)C(=[N+](C)C)ON1C2=C(C=CC=C2)N=N1.[B-](F)(F)(F)F (TBTU), CCN(C(C)C)C(C)C (DiPEA). Solvent: CN(C)C=O (DMF). Reaction conditions: time 2 hour. Product: ClC=1C2=C(N=CN1)NC(=C2)C=2CCN(CC2)C(CCN2CCCCC2)=O (1-[4-(4-Chloro-7H-pyrrolo[2,3-d]pyrimidin-6-yl)-3,6-dihydro-2H-pyridin-1-yl]-3-piperidin-1-ylpropan-1-one). Reaction SMILES: Cl.Cl.[Cl:3][C:4]1[C:5]2[CH:12]=[C:11]([C:13]3[CH2:14][CH2:15][NH:16][CH2:17][CH:18]=3)[NH:10][C:6]=2[N:7]=[CH:8][N:9]=1.[N:19]1([CH2:25][CH2:26][C:27](O)=[O:28])[CH2:24][CH2:23][CH2:22][CH2:21][CH2:20]1.CN(C(ON1N=NC2C=CC=CC1=2)=[N+](C)C)C.[B-](F)(F)(F)F.CCN(C(C)C)C(C)C>CN(C=O)C>[Cl:3][C:4]1[C:5]2[CH:12]=[C:11]([C:13]3[CH2:14][CH2:15][N:16]([C:27](=[O:28])[CH2:26][CH2:25][N:19]4[CH2:24][CH2:23][CH2:22][CH2:21][CH2:20]4)[CH2:17][CH:18]=3)[NH:10][C:6]=2[N:7]=[CH:8][N:9]=1 |f:0.1.2,4.5|. Reported procedure: Alternative preparation: To a suspension/solution of 4-chloro-6-(1,2,3,6-tetrahydropyridin-4-yl)-7H-pyrrolo[2,3-d]pyrimidine bis-hydrochloride (495.4 mg, 1.610 mmol, 1 eq), 1-piperidinepropanoic acid (335.4 mg, 2.133 mmol, 1.3 eq), and TBTU (624.4 mg, 1.945 mmol, 1.2 eq) in anhydrous DMF (15 mL), DiPEA (1.4 mL, 8 mmol, 5 eq) was added at rt, under N2, and stirred for 2 h. The solvent was evaporated under reduced pressure. The crude material was adsorbed onto Hydromatrix, dry loaded, and purified...